From a dataset of the Open Reaction Database (ORD), a public repository of structured organic reaction records. describe an organic reaction: reactants, conditions, products, and yield The reactants are CO, [N-]=[N+]=NCc1cnn(-c2ccc(I)cc2)c1. Product: NCc1cnn(-c2ccc(I)cc2)c1. As a reaction SMILES: [CH3:17][OH:18].[N:1](=[N+:2]=[N-:3])[CH2:4][c:5]1[cH:6][n:7][n:8](-[c:10]2[cH:11][cH:12][c:13]([I:16])[cH:14][cH:15]2)[cH:9]1>>[NH2:1][CH2:4][c:5]1[cH:6][n:7][n:8](-[c:10]2[cH:11][cH:12][c:13]([I:16])[cH:14][cH:15]2)[cH:9]1. The reactants are C=O (Formaldehyde), C1(=CC=C(C=C1)S(=O)O)C (p-toluenesulfinic acid). Yields the product OCS(=O)(=O)C1=CC=C(C=C1)C (hydroxymethyl-p-tolylsulfone). As a reaction SMILES: [CH2:1]=[O:2].[C:3]1([CH3:12])[CH:8]=[CH:7][C:6]([S:9]([OH:11])=[O:10])=[CH:5][CH:4]=1>>[OH:2][CH2:1][S:9]([C:6]1[CH:7]=[CH:8][C:3]([CH3:12])=[CH:4][CH:5]=1)(=[O:11])=[O:10]. Procedure: Formaldehyde and p-toluenesulfinic acid were reacted together to produce hydroxymethyl-p-tolylsulfone according to the following procedure: Starting materials: CCc1cc(CO[Si](C)(C)C(C)(C)C)sc1C#N, NO. The product is CCc1cc(CO[Si](C)(C)C(C)(C)C)sc1C(N)=NO. As a reaction SMILES: [C:1]([CH3:2])([CH3:3])([CH3:4])[Si:5]([O:6][CH2:7][c:8]1[cH:9][c:10]([CH2:15][CH3:16])[c:11]([C:13]#[N:14])[s:12]1)([CH3:17])[CH3:18].[NH2:19][OH:20]>>[C:1]([CH3:2])([CH3:3])([CH3:4])[Si:5]([O:6][CH2:7][c:8]1[cH:9][c:10]([CH2:15][CH3:16])[c:11]([C:13]([NH2:14])=[N:19][OH:20])[s:12]1)([CH3:17])[CH3:18]. The yield is 79.0%. The solvent is C(Cl)Cl (methylenechloride). As a reaction SMILES: [NH2:1][C:2]1[CH:3]=[C:4]2[C:9](=[CH:10][CH:11]=1)[O:8][C:7]([C:12]1[CH:20]=[CH:19][C:15]3[O:16][CH2:17][O:18][C:14]=3[CH:13]=1)=[C:6]([OH:21])[C:5]2=[O:22].[C:23](Cl)(=[O:30])[C:24]1[CH:29]=[CH:28][CH:27]=[CH:26][CH:25]=1.C(=O)([O-])[O-].[K+].[K+]>C(Cl)Cl>[O:16]1[C:15]2[CH:19]=[CH:20][C:12]([C:7]3[O:8][C:9]4[C:4]([C:5](=[O:22])[C:6]=3[OH:21])=[CH:3][C:2]([NH:1][C:23](=[O:30])[C:24]3[CH:29]=[CH:28][CH:27]=[CH:26][CH:25]=3)=[CH:11][CH:10]=4)=[CH:13][C:14]=2[O:18][CH2:17]1 |f:2.3.4|. Reported procedure: 30 mg (101 pmol) of 6-amino-2-(benzo[1,3]dioxol-5-yl)-3-hydroxy-4H-chromen-4-one obtained in Example 24 was dissolved in 2 ml of methylenechloride, and the mixture was reacted with 10 molar equivalents of benzoylchloride and excess amount of potassium carbonate at room temperature for 10 hours. The resulting product was filtered, washed with methylenechloride and water, and dried to give 32 mg of the title compound in a yield of 79%. The product is O1COC2=C1C=CC(=C2)C=2OC1=CC=C(C=C1C(C2O)=O)NC(C2=CC=CC=C2)=O (N-[2-(Benzo[1,3]dioxol-5-yl)-3-hydroxy-4-oxo-4H-chromen-6-yl]-benzamide). The reactants are C(C1=CC=CC=C1)(=O)Cl (benzoylchloride), C([O-])([O-])=O.[K+].[K+] (potassium carbonate), NC=1C=C2C(C(=C(OC2=CC1)C1=CC2=C(OCO2)C=C1)O)=O (6-amino-2-(Benzo[1,3]dioxol-5-yl)-3-hydroxy-4H-chromen-4-one).